The task is: describe an organic reaction: reactants, conditions, products, and yield. This data is from the Open Reaction Database (ORD), a public repository of structured organic reaction records. Starting materials: CC1=C(N2[C@@H]([C@@H](C2=O)N)SC1)C(=O)O (7-ADCA), S(O)(O)(=O)=O (sulfuric acid), CC(C)=C (isobutylene). The solvent is COCCOC (ethylene glycol dimethyl ether). Run at time 32 hour. Yields the product N[C@H]1[C@@H]2N(C(=C(CS2)C)C(=O)OC(C)(C)C)C1=O (t-butyl 7β-amino-3-methyl-3-cephem-4-carboxylate). Isolated yield 33.1%. As a reaction SMILES: [CH3:1][C:2]1[CH2:11][S:10][C@@H:5]2[C@H:6]([NH2:9])[C:7](=[O:8])[N:4]2[C:3]=1[C:12]([OH:14])=[O:13].S(=O)(=O)(O)O.[CH3:20][C:21](=[CH2:23])[CH3:22]>COCCOC>[NH2:9][C@@H:6]1[C:7](=[O:8])[N:4]2[C:3]([C:12]([O:14][C:21]([CH3:23])([CH3:22])[CH3:20])=[O:13])=[C:2]([CH3:1])[CH2:11][S:10][C@H:5]12. Procedure: A mixture of 7-ADCA (10.0 g, 0.0467 mol), ethylene glycol dimethyl ether (80 ml), concentrated sulfuric acid (6.0 ml) and isobutylene (36.0 g, 0.6416 mol) in a pressure bottle was stirred at room temperature for 32 hours. Solvent was removed under reduced pressure. The residue was diluted with methylene chloride, washed with water, sodium bicarbonate solution, brine, dried over sodium sulfate and concentrated to give 4.18 g of t-butyl 7β-amino-3-methyl-3-cephem-4-carboxylate. Product: Cc1ccc(C(=O)Nc2cn3nc(Oc4cccc(NC(=O)c5cccc(C6(C#N)CC6)c5)c4)ccc3n2)cn1. Starting materials: Cc1ccc(C(=O)Cl)cn1, CCN=C=NCCCN(C)C, CN(C)C=O, Cl, N#CC1(c2cccc(C(=O)Nc3cccc(Oc4ccc5nc(N)cn5n4)c3)c2)CC1, On1nnc2ccccc21. RXN SMILES: [CH3:32][c:33]1[n:34][cH:35][c:36]([C:37](=[O:38])[Cl:39])[cH:40][cH:41]1.[CH3:43][N:44]([CH3:45])[CH2:46][CH2:47][CH2:48][N:49]=[C:50]=[N:51][CH2:52][CH3:53].[CH3:64][N:65]([CH3:66])[CH:67]=[O:68].[ClH:42].[NH2:1][c:2]1[n:3][c:4]2[n:5]([n:6][c:7]([O:10][c:11]3[cH:12][c:13]([NH:17][C:18]([c:19]4[cH:20][c:21]([C:25]5([C:28]#[N:29])[CH2:26][CH2:27]5)[cH:22][cH:23][cH:24]4)=[O:30])[cH:14][cH:15][cH:16]3)[cH:8][cH:9]2)[cH:31]1.[OH:54][n:55]1[c:56]2[cH:57][cH:58][cH:59][cH:60][c:61]2[n:62][n:63]1>>[NH:1]([c:2]1[n:3][c:4]2[n:5]([n:6][c:7]([O:10][c:11]3[cH:12][c:13]([NH:17][C:18]([c:19]4[cH:20][c:21]([C:25]5([C:28]#[N:29])[CH2:26][CH2:27]5)[cH:22][cH:23][cH:24]4)=[O:30])[cH:14][cH:15][cH:16]3)[cH:8][cH:9]2)[cH:31]1)[C:37]([c:36]1[cH:35][n:34][c:33]([CH3:32])[cH:41][cH:40]1)=[O:38]. Reactants: CN1C(N(C(=C(C1=O)C1=CSC=C1)C)C1=CC(=CC=C1)C(F)(F)F)=O (3,6-dimethyl-5-(thiophen-3-yl)-1-(3-trifluoromethylphenyl)pyrimidin-2,4(1H,3H)-dione), BrN1C(CCC1=O)=O (N-bromosuccinimide), C(O)([O-])=O.[Na+] (sodium hydrogen carbonate). Run in C(C)(=O)O (acetic acid). Reaction conditions: time 3 hour. The product is BrC=1SC=CC1C=1C(N(C(N(C1C)C1=CC(=CC=C1)C(F)(F)F)=O)C)=O (5-(2-bromothiophen-3-yl)-3,6-dimethyl-1-(3-trifluoromethylphenyl)pyrimidin-2,4(1H,3H)-dione). Isolated yield 46.6%. As a reaction SMILES: [CH3:1][N:2]1[C:7](=[O:8])[C:6]([C:9]2[CH:13]=[CH:12][S:11][CH:10]=2)=[C:5]([CH3:14])[N:4]([C:15]2[CH:20]=[CH:19][CH:18]=[C:17]([C:21]([F:24])([F:23])[F:22])[CH:16]=2)[C:3]1=[O:25].[Br:26]N1C(=O)CCC1=O.C(=O)([O-])O.[Na+]>C(O)(=O)C>[Br:26][C:10]1[S:11][CH:12]=[CH:13][C:9]=1[C:6]1[C:7](=[O:8])[N:2]([CH3:1])[C:3](=[O:25])[N:4]([C:15]2[CH:20]=[CH:19][CH:18]=[C:17]([C:21]([F:23])([F:24])[F:22])[CH:16]=2)[C:5]=1[CH3:14] |f:2.3|. Reported procedure: To a solution of 3,6-dimethyl-5-(thiophen-3-yl)-1-(3-trifluoromethylphenyl)pyrimidin-2,4(1H,3H)-dione (prepared in Reference example 199) (30.7 mg) in acetic acid (1.5 ml) was added N-bromosuccinimide (20.2 mg) and the resulting mixture was stirred at room temperature for three hours. To the reaction mixture were added an aqueous saturated sodium hydrogen carbonate solution (10 ml) and an aqueous saturated sodium thiosulfate solution (10 ml), and the resulting mixture was extracted with ethyl ac... The reactants are OC1=C(C=CC(=C1CCC)O)C(=O)C1=C(C=CC=C1)O ((2,4-dihydroxy-3-propylphenyl)(2-hydroxyphenyl)methanone), C([O-])([O-])=O.[K+].[K+] (potassium carbonate), S(=O)(=O)(OC)OC (dimethyl sulfate), C(C)OCC.O (diethyl ether water). The solvent is CC(CC)=O (2-butanone). Conditions: temperature 25 celsius. The product is OC1=C(C=CC(=C1CCC)OC)C(=O)C1=C(C=CC=C1)O ((2-hydroxy-4-methoxy- 3-propylphenyl)(2-hydroxyphenyl)methanone). Isolated yield 93.2%. RXN SMILES: [OH:1][C:2]1[C:7]([CH2:8][CH2:9][CH3:10])=[C:6]([OH:11])[CH:5]=[CH:4][C:3]=1[C:12]([C:14]1[CH:19]=[CH:18][CH:17]=[CH:16][C:15]=1[OH:20])=[O:13].[C:21](=O)([O-])[O-].[K+].[K+].S(OC)(OC)(=O)=O.C(OCC)C.O>CC(=O)CC>[OH:1][C:2]1[C:7]([CH2:8][CH2:9][CH3:10])=[C:6]([O:11][CH3:21])[CH:5]=[CH:4][C:3]=1[C:12]([C:14]1[CH:19]=[CH:18][CH:17]=[CH:16][C:15]=1[OH:20])=[O:13] |f:1.2.3,5.6|. Procedure: To a stirred solution of three grams of (2,4-dihydroxy-3-propylphenyl)(2-hydroxyphenyl)methanone in 50 ml of 2-butanone were added 3.04 g of potassium carbonate and 0.52 ml of dimethyl sulfate. The mixture was stirred at reflux temperature overnight, cooled to 25° C., and poured into diethyl ether/water. The layers were separated. The organic layer was washed twice with water, once with a saturated sodium chloride solution, dried over magnesium sulfate, and concentrated providing 2.94 g of the d... Starting materials: [OH-].[Na+] (sodium hydroxide), C(CCCCCCCCCCCCCCCCCCCCC)(=O)[O-].[Na+] (sodium behenate), 48L, solution, [N+](=O)([O-])[O-].[Ag+] (silver nitrate), C(CCCCCCCCCCCCCCCCCCCCC)(=O)O (behenic acid), 400L, C(CCCCCCCCCCCCCCCCCCCCC)(=O)O (behenic acid), [N+](=O)([O-])[O-].[Ag+] (silver nitrate). Solvent: O (water), O (water), 67L, CC(C)O (2-propanol). Reaction conditions: temperature 65 celsius. The product is C(CCCCCCCCCCCCCCCCCCCCC)(=O)[O-].[Ag+] (silver behenate). Reaction SMILES: [C:1]([OH:24])(=[O:23])[CH2:2][CH2:3][CH2:4][CH2:5][CH2:6][CH2:7][CH2:8][CH2:9][CH2:10][CH2:11][CH2:12][CH2:13][CH2:14][CH2:15][CH2:16][CH2:17][CH2:18][CH2:19][CH2:20][CH2:21][CH3:22].C([O-])(=O)CCCCCCCCCCCCCCCCCCCCC.[Na+].[OH-].[Na+].[N+]([O-])([O-])=O.[Ag+:56]>O.CC(O)C>[C:1]([O-:24])(=[O:23])[CH2:2][CH2:3][CH2:4][CH2:5][CH2:6][CH2:7][CH2:8][CH2:9][CH2:10][CH2:11][CH2:12][CH2:13][CH2:14][CH2:15][CH2:16][CH2:17][CH2:18][CH2:19][CH2:20][CH2:21][CH3:22].[Ag+:56] |f:1.2,3.4,5.6,9.10|. Procedure details: A silver behenate emulsion was prepared by adding a solution of 6.8kg of behenic acid in 67L of 2-propanol at 65° C. to a 400L vessel heated to maintain the temperature of its contents at 65° C., converting 96% of the behenic acid to sodium behenate by adding with stirring 76.8L of 0.25M sodium hydroxide in deionized water and finally adding with stirring 48L of a 0.4M solution of silver nitrate in deionized water. Upon completion of the addition of silver nitrate the contents of the vessel were... Starting materials: N[C@@H](CCC(OC(C)(C)C)=O)C(=O)N[C@@H](C(C)C)C(=O)N[C@@H](C(C)C)C(=O)N[C@@H](CCC(OC(C)(C)C)=O)C(=O)N[C@@H](CCC(OC(C)(C)C)=O)C(=O)N[C@@H](C)C(=O)N[C@@H](CCC(OC(C)(C)C)=O)C(=O)N[C@@H](CC(N)=O)C(=O)OC(C)(C)C (H-Glu(OtBu)-Val-Val-Glu(OtBu)-Glu(OtBu)-Ala-Glu(OtBu)-Asn-OtBu), N[C@@H](CCC(OC(C)(C)C)=O)C(=O)N[C@@H](C(C)C)C(=O)N[C@@H](C(C)C)C(=O)N[C@@H](CCC(OC(C)(C)C)=O)C(=O)N[C@@H](CCC(OC(C)(C)C)=O)C(=O)N[C@@H](C)C(=O)N[C@@H](CCC(OC(C)(C)C)=O)C(=O)N[C@@H](CC(N)=O)C(=O)OC(C)(C)C (H-Glu(OtBu)-Val-Val-Glu(OtBu)-Glu(OtBu)-Ala-Glu(OtBu)-Asn-OtBu), C=1C=CC2=C(C1)N=NN2O (HOBt), C1CCC(CC1)N=C=NC2CCCCC2 (DCC), N1[C@@H](CCC1=O)C(=O)O (Pyr), C(C1=CC=CC=C1)OC(=O)N[C@@H](CC(C(O)=O)C(C)(C)C)C(=O)N[C@@H](CCCCNC(=O)OC(C)(C)C)C(=O)N[C@@H](CCCCNC(=O)OC(C)(C)C)C(=O)O (N-Benzyloxycarbonyl-γ-t-butyl-L-glutamyl-Nε -t-butyloxycarbonyl-L-lysyl-Nε -t-butyloxycarbonyl-L-lysine), CN1CCOCC1 (N-methylmorpholine). Solvent: CS(=O)C (DMSO), CN(C)C=O (DMF), C(Cl)(Cl)Cl (CHCl3), CC(=O)O (AcOH), O (H2O), CCCCO (n-BuOH), CC(=O)O (AcOH), O (H2O), CO (MeOH), CS(=O)C (DMSO). Reaction conditions: time 21 hour. Product: N([C@@H](CCC(OC(C)(C)C)=O)C(=O)N[C@@H](CCCCNC(=O)OC(C)(C)C)C(=O)N[C@@H](CCCCNC(=O)OC(C)(C)C)C(=O)N[C@@H](CCC(OC(C)(C)C)=O)C(=O)N[C@@H](C(C)C)C(=O)N[C@@H](C(C)C)C(=O)N[C@@H](CCC(OC(C)(C)C)=O)C(=O)N[C@@H](CCC(OC(C)(C)C)=O)C(=O)N[C@@H](C)C(=O)N[C@@H](CCC(OC(C)(C)C)=O)C(=O)N[C@@H](CC(N)=O)C(=O)OC(C)(C)C)C(=O)OCC1=CC=CC=C1 (Z-Glu(OtBu)-Lys(Boc)-Lys(Boc)-Glu(OtBu)-Val-Val-Glu(OtBu)-Glu(OtBu)-Ala-Glu(OtBu)-Asn-OtBu). Reaction SMILES: [NH2:1][C@H:2]([C:12]([NH:14][C@H:15]([C:19]([NH:21][C@H:22]([C:26]([NH:28][C@H:29]([C:39]([NH:41][C@H:42]([C:52]([NH:54][C@H:55]([C:57]([NH:59][C@H:60]([C:70]([NH:72][C@H:73]([C:78]([O:80][C:81]([CH3:84])([CH3:83])[CH3:82])=[O:79])[CH2:74][C:75](=[O:77])[NH2:76])=[O:71])[CH2:61][CH2:62][C:63](=[O:69])[O:64][C:65]([CH3:68])([CH3:67])[CH3:66])=[O:58])[CH3:56])=[O:53])[CH2:43][CH2:44][C:45](=[O:51])[O:46][C:47]([CH3:50])([CH3:49])[CH3:48])=[O:40])[CH2:30][CH2:31][C:32](=[O:38])[O:33][C:34]([CH3:37])([CH3:36])[CH3:35])=[O:27])[CH:23]([CH3:25])[CH3:24])=[O:20])[CH:16]([CH3:18])[CH3:17])=[O:13])[CH2:3][CH2:4][C:5](=[O:11])[O:6][C:7]([CH3:10])([CH3:9])[CH3:8].[CH2:85]([O:92][C:93]([NH:95][C@H:96]([C:106]([NH:108][C@H:109]([C:122]([NH:124][C@H:125]([C:138]([OH:140])=O)[CH2:126][CH2:127][CH2:128][CH2:129][NH:130][C:131]([O:133][C:134]([CH3:137])([CH3:136])[CH3:135])=[O:132])=[O:123])[CH2:110][CH2:111][CH2:112][CH2:113][NH:114][C:115]([O:117][C:118]([CH3:121])([CH3:120])[CH3:119])=[O:116])=[O:107])[CH2:97][CH:98](C(C)(C)C)[C:99](=[O:101])[OH:100])=[O:94])[C:86]1[CH:91]=[CH:90][CH:89]=[CH:88][CH:87]=1.C1C=C[C:144]2N(O)N=N[C:145]=2[CH:146]=1.[CH2:151]1CCC(N=C=NC2CCCCC2)CC1.CN1CCOCC1.N1C(=O)CC[C@H]1C(O)=O>CC(O)=O.CO.C(Cl)(Cl)Cl.O.CCCCO.CS(C)=O.CN(C=O)C>[NH:95]([C:93]([O:92][CH2:85][C:86]1[CH:87]=[CH:88][CH:89]=[CH:90][CH:91]=1)=[O:94])[C@H:96]([C:106]([NH:108][C@H:109]([C:122]([NH:124][C@H:125]([C:138]([NH:1][C@H:2]([C:12]([NH:14][C@H:15]([C:19]([NH:21][C@H:22]([C:26]([NH:28][C@H:29]([C:39]([NH:41][C@H:42]([C:52]([NH:54][C@H:55]([C:57]([NH:59][C@H:60]([C:70]([NH:72][C@H:73]([C:78]([O:80][C:81]([CH3:84])([CH3:83])[CH3:82])=[O:79])[CH2:74][C:75](=[O:77])[NH2:76])=[O:71])[CH2:61][CH2:62][C:63](=[O:69])[O:64][C:65]([CH3:68])([CH3:67])[CH3:66])=[O:58])[CH3:56])=[O:53])[CH2:43][CH2:44][C:45](=[O:51])[O:46][C:47]([CH3:48])([CH3:49])[CH3:50])=[O:40])[CH2:30][CH2:31][C:32](=[O:38])[O:33][C:34]([CH3:35])([CH3:36])[CH3:37])=[O:27])[CH:23]([CH3:25])[CH3:24])=[O:20])[CH:16]([CH3:18])[CH3:17])=[O:13])[CH2:3][CH2:4][C:5](=[O:11])[O:6][C:7]([CH3:10])([CH3:8])[CH3:9])=[O:140])[CH2:126][CH2:127][CH2:128][CH2:129][NH:130][C:131]([O:133][C:134]([CH3:136])([CH3:135])[CH3:137])=[O:132])=[O:123])[CH2:110][CH2:111][CH2:112][CH2:113][NH:114][C:115]([O:117][C:118]([CH3:119])([CH3:120])[CH3:121])=[O:116])=[O:107])[CH2:97][CH2:98][C:99](=[O:101])[O:100][C:145]([CH3:144])([CH3:146])[CH3:151]. Reported procedure: The DMF:DMSO-containing solution of H-Glu(OtBu)-Val-Val-Glu(OtBu)-Glu(OtBu)-Ala-Glu(OtBu)-Asn-OtBu (~32 mmol) from (b) was combined with Z-Glu(OtBu)-Lys(Boc)-Lys(Boc)-OH (III, 36.8 g, 46 mmol, 1.44 eq.) and HOBt (14.7 g, 96 mmol, 3 eq.) added and the solution cooled to 0°. DCC (10.9 g, 52 mmol, 1.65 eq.) was added to the cold stirring (mechanical) reaction mixture and the pH was maintained at 7.5-8.0 by addition of N-methylmorpholine (21 mL). Stirring proceeded for 2 h at 0° and 21 h at 25°. The...